The task is: describe an organic reaction: reactants, conditions, products, and yield. This data is from the Open Reaction Database (ORD), a public repository of structured organic reaction records. Starting materials: COC(=O)C1(OC2=C(CC1)C(=C(C(=C2C)C)O)C)C (racemic-6-hydroxy-3,4-dihydro-2,5,7,8-tetramethyl-2H-1-benzopyran-2-carboxylic acid methyl ester), BrCCCCCBr (1,5-dibromopentane). The product is COC(=O)C1(OC2=C(CC1)C(=C(C(=C2C)C)OCCCCCBr)C)C (racemic-6-[(5-bromopentyl)-oxy]-3,4-dihydro-2,5,7,8-tetramethyl-2H-1-benzopyran-2-carboxylic acid methyl ester). The yield is 90.0%. RXN SMILES: [CH3:1][O:2][C:3]([C:5]1([CH3:19])[CH2:10][CH2:9][C:8]2[C:11]([CH3:18])=[C:12]([OH:17])[C:13]([CH3:16])=[C:14]([CH3:15])[C:7]=2[O:6]1)=[O:4].[Br:20][CH2:21][CH2:22][CH2:23][CH2:24][CH2:25]Br>>[CH3:1][O:2][C:3]([C:5]1([CH3:19])[CH2:10][CH2:9][C:8]2[C:11]([CH3:18])=[C:12]([O:17][CH2:25][CH2:24][CH2:23][CH2:22][CH2:21][Br:20])[C:13]([CH3:16])=[C:14]([CH3:15])[C:7]=2[O:6]1)=[O:4]. Procedure: Using the procedure and molar proportions of example 71, 1 g of racemic-6-hydroxy-3,4-dihydro-2,5,7,8-tetramethyl-2H-1-benzopyran-2-carboxylic acid methyl ester was alkylated with 1,5-dibromopentane giving racemic-6-[(5-bromopentyl)-oxy]-3,4-dihydro-2,5,7,8-tetramethyl-2H-1-benzopyran-2-carboxylic acid methyl ester as a colorless solid, mp 72.5°-74.5° C. in 90% yield after purification by chromatography on silica gel.